From a dataset of the Open Reaction Database (ORD), a public repository of structured organic reaction records. describe an organic reaction: reactants, conditions, products, and yield The reactants are C1CCOC1, COC=C(C(=O)OC)c1ccccc1Oc1cccc(C(=O)O)c1, O=C(Cl)C(=O)Cl, CN(C)C=O. The product is COC=C(C(=O)OC)c1ccccc1Oc1cccc(C(=O)Cl)c1. RXN SMILES: [CH2:36]1[O:37][CH2:38][CH2:39][CH2:40]1.[CH3:1][O:2][CH:3]=[C:4]([C:5](=[O:6])[O:7][CH3:8])[c:9]1[c:10]([O:15][c:16]2[cH:17][c:18]([C:22](=[O:23])[OH:24])[cH:19][cH:20][cH:21]2)[cH:11][cH:12][cH:13][cH:14]1.[Cl:25][C:26]([C:27]([Cl:28])=[O:29])=[O:30].[O:31]=[CH:32][N:33]([CH3:34])[CH3:35]>>[CH3:1][O:2][CH:3]=[C:4]([C:5](=[O:6])[O:7][CH3:8])[c:9]1[c:10]([O:15][c:16]2[cH:17][c:18]([C:22](=[O:24])[Cl:25])[cH:19][cH:20][cH:21]2)[cH:11][cH:12][cH:13][cH:14]1. Reactants: aluminum magnesium silicates, ferric oxide, Kaolin, O.[O-2].[O-2].[O-2].O=[Si]=O.O=[Si]=O.O=[Si]=O.O=[Si]=O.[Al+3].[Al+3] (Bentolite), Kaolin, O.[O-2].[O-2].[O-2].O=[Si]=O.O=[Si]=O.O=[Si]=O.O=[Si]=O.[Al+3].[Al+3] (Gelwhite L), Kaolin, montmorillonite, [Ca] (calcium), [Na] (sodium), C1CCCCCC(=O)OCCOC(=O)CCCCC1 (Astra-tone), [Si](=O)=O (silicon dioxide), [O-2].[Al+3].[O-2].[O-2].[Al+3] (aluminum oxide), ferric oxide, [O-2].[Mg+2] (magnesium oxide), oxides, [Si](=O)=O (silicon dioxide), [O-2].[Al+3].[O-2].[O-2].[Al+3] (aluminum oxide), [O-2].[Mg+2] (magnesium oxide), ferric oxide, [O-2].[Ca+2] (calcium oxide), [O-2].[Na+].[Na+] (sodium oxide), [Si](=O)=O (silicon dioxide), [O-2].[Al+3].[O-2].[O-2].[Al+3] (aluminum oxide), [O-2].[Mg+2] (magnesium oxide), ferric oxide, [O-2].[Ca+2] (calcium oxide), Kaolin, [O-2].[Mg+2] (magnesium oxide), [O-2].[Al+3].[O-2].[O-2].[Al+3] (aluminum oxide), montmorillonite, [O-2].[Na+].[Na+] (sodium oxide), montmorillonite, [O-2].[Ca+2] (calcium oxide), [Si](=O)=O (silicon dioxide). The reagents and catalysts are [Fe] (iron), [Fe] (iron). Run in O (water), O (water), O (water), O (water). Product: O.O=[Al]O[Al]=O.O=[Si]=O (Bentolite L). Reaction SMILES: [Si](=O)=[O:2].[O-2:4].[Al+3:5].[O-2:6].[O-2:7].[Al+3:8].[O-2].[Mg+2].[O-2].[Ca+2].C1CCCCCC(=O)OCCOC(=O)CCCCC1.O.[O-2].[O-2].[O-2].[O:36]=[Si:37]=[O:38].O=[Si]=O.O=[Si]=O.O=[Si]=O.[Al+3].[Al+3].[Ca].[Na].[O-2].[Na+].[Na+]>O.[Fe]>[OH2:2].[O:4]=[Al:5][O:6][Al:8]=[O:7].[O:36]=[Si:37]=[O:38] |f:1.2.3.4.5,6.7,8.9,11.12.13.14.15.16.17.18.19.20,23.24.25,28.29.30,^1:50|. Procedure: As examples of such useful materials mention may be made of aluminum magnesium silicates such as attapulgites, such as "Pharmasorb" trade name of Englehard Minerals and Chemicals Corporation for an activated attapulgite typically containing about 67.0% silicon dioxide, 12.5% aluminum oxide, 11.0% magnesium oxide, 4.0% ferric oxide, 2.5% calcium oxide and 3.0% others; "Mineral Colloid BP" trade name of Georgia Kaolin Company for a highly refined montmorillonite, a naturally occurring colloid, lig... The reactants are C([O-])([O-])=O.[K+].[K+] (Potassium carbonate), CB1OB(OB(O1)C)C (Trimethylboroxine), BrC=1C=C(N2N=C(N=CC21)SC)C2=CC=C(C=C2)S(=O)(=O)C (5-Bromo-7-(4-methanesulfonyl-phenyl)-2-methylsulfanyl-pyrrolo[2,1-f][1,2,4]triazine), C1(=CC=CC=C1)B(O)O (Phenylboronic acid), CN(C=O)C (N,N-Dimethylformamide). Reagents/catalysts: C=1C=CC(=CC1)[P](C=2C=CC=CC2)(C=3C=CC=CC3)[Pd]([P](C=4C=CC=CC4)(C=5C=CC=CC5)C=6C=CC=CC6)([P](C=7C=CC=CC7)(C=8C=CC=CC8)C=9C=CC=CC9)[P](C=1C=CC=CC1)(C=1C=CC=CC1)C=1C=CC=CC1 (Tetrakis(triphenylphosphine)palladium). Reaction conditions: temperature 130 celsius. Product: BrC=1C=C(N2N=C(N=CC21)SC)C2=CC=C(C=C2)S(=O)(=O)C (5-Bromo-7-(4-methanesulfonyl-phenyl)-2-methylsulfanyl-pyrrolo[2,1-f][1,2,4]triazine), CS(=O)(=O)C1=CC=C(C=C1)C1=CC(=C2C=NC(=NN21)SC)C (7-(4-Methanesulfonyl-phenyl)-5-methyl-2-methylsulfanyl-pyrrolo[2,1-f][1,2,4]triazine). Yield: 65.0%. Reaction SMILES: [Br:1][C:2]1[CH:3]=[C:4]([C:13]2[CH:18]=[CH:17][C:16]([S:19]([CH3:22])(=[O:21])=[O:20])=[CH:15][CH:14]=2)[N:5]2[C:10]=1[CH:9]=[N:8][C:7]([S:11][CH3:12])=[N:6]2.[C:23]1(B(O)O)C=CC=CC=1.CB1OB(C)OB(C)O1.C(=O)([O-])[O-].[K+].[K+].CN(C)C=O>C1C=CC([P]([Pd]([P](C2C=CC=CC=2)(C2C=CC=CC=2)C2C=CC=CC=2)([P](C2C=CC=CC=2)(C2C=CC=CC=2)C2C=CC=CC=2)[P](C2C=CC=CC=2)(C2C=CC=CC=2)C2C=CC=CC=2)(C2C=CC=CC=2)C2C=CC=CC=2)=CC=1>[Br:1][C:2]1[CH:3]=[C:4]([C:13]2[CH:14]=[CH:15][C:16]([S:19]([CH3:22])(=[O:20])=[O:21])=[CH:17][CH:18]=2)[N:5]2[C:10]=1[CH:9]=[N:8][C:7]([S:11][CH3:12])=[N:6]2.[CH3:22][S:19]([C:16]1[CH:17]=[CH:18][C:13]([C:4]2[N:5]3[C:10]([CH:9]=[N:8][C:7]([S:11][CH3:12])=[N:6]3)=[C:2]([CH3:23])[CH:3]=2)=[CH:14][CH:15]=1)(=[O:21])=[O:20] |f:3.4.5,^1:55,57,76,95|. Procedure: Into a 30 mL vial, 5-Bromo-7-(4-methanesulfonyl-phenyl)-2-methylsulfanyl-pyrrolo[2,1-f][1,2,4]triazine (0.480 g, 0.00120 mol) (Note: 5-Bromo-7-(4-methanesulfonyl-phenyl)-2-methylsulfanyl-pyrrolo[2,1-f][1,2,4]triazine was prepared in an analogous fashion as Example 99b replacing Phenylboronic acid with $-methylsulfonuphenylboronic acid), Trimethylboroxine (1.37 g, 0.0109 mol), Tetrakis(triphenylphosphine)palladium (0) (0.14 g, 0.00012 mol) and Potassium carbonate (7.49 g, 0.0542 mol) were added a...